Dataset: the Open Reaction Database (ORD), a public repository of structured organic reaction records. Task: describe an organic reaction: reactants, conditions, products, and yield Reactants: O=C([O-])[O-], CS(=O)(=NC(=O)OCc1ccccc1)c1ccc(C(=O)Nc2ccc(Cl)cc2C(=O)Nc2ccc(Cl)cn2)cc1, [K+], [K+], O, O=S(=O)(O)O. The product is CS(=N)(=O)c1ccc(C(=O)Nc2ccc(Cl)cc2C(=O)Nc2ccc(Cl)cn2)cc1. As a reaction SMILES: [C:46](=[O:47])([O-:48])[O-:49].[Cl:6][c:7]1[cH:8][cH:9][c:10]([NH:13][C:14](=[O:15])[c:16]2[c:17]([NH:23][C:24](=[O:25])[c:26]3[cH:27][cH:28][c:29]([S:32](=[O:33])(=[N:34][C:35]([O:36][CH2:37][c:38]4[cH:39][cH:40][cH:41][cH:42][cH:43]4)=[O:44])[CH3:45])[cH:30][cH:31]3)[cH:18][cH:19][c:20]([Cl:22])[cH:21]2)[n:11][cH:12]1.[K+:50].[K+:51].[OH2:52].[S:1](=[O:2])(=[O:3])([OH:4])[OH:5]>>[Cl:6][c:7]1[cH:8][cH:9][c:10]([NH:13][C:14](=[O:15])[c:16]2[c:17]([NH:23][C:24](=[O:25])[c:26]3[cH:27][cH:28][c:29]([S:32](=[O:33])(=[NH:34])[CH3:45])[cH:30][cH:31]3)[cH:18][cH:19][c:20]([Cl:22])[cH:21]2)[n:11][cH:12]1.